Dataset: the Open Reaction Database (ORD), a public repository of structured organic reaction records. Task: describe an organic reaction: reactants, conditions, products, and yield The reactants are CC1=C(C(=C(C(=O)O)C=C1)N(C)S(=O)(=O)C1=CC=C(C=C1)F)C (Methyl 2-[[(4-fluorophenyl)sulfonyl](methyl)amino]3-methyl benzoic acid), OCCCCNC(=O)C=1OC2=C(C1)C=CC=C2 (N-(4-hydroxybutyl)-1-benzofuran-2-carboxamide). The product is O1C(=CC2=C1C=CC=C2)C(=O)NCCCCOC2=CC=C(C=C2)S(=O)(=O)N(C2=C(C(=O)O)C=CC=C2C)C (2-[(4-{4-[(Benzofuran-2-carbonyl)-amino]-butoxy}-benzenesulfonyl)-methyl-amino]-3-methyl-benzoic acid). Isolated yield 51.0%. Reaction SMILES: C[C:2]1[CH:10]=[CH:9][C:5]([C:6]([OH:8])=[O:7])=[C:4]([N:11]([S:13]([C:16]2[CH:21]=[CH:20][C:19](F)=[CH:18][CH:17]=2)(=[O:15])=[O:14])[CH3:12])[C:3]=1[CH3:23].[OH:24][CH2:25][CH2:26][CH2:27][CH2:28][NH:29][C:30]([C:32]1[O:33][C:34]2[CH:40]=[CH:39][CH:38]=[CH:37][C:35]=2[CH:36]=1)=[O:31]>>[O:33]1[C:34]2[CH:40]=[CH:39][CH:38]=[CH:37][C:35]=2[CH:36]=[C:32]1[C:30]([NH:29][CH2:28][CH2:27][CH2:26][CH2:25][O:24][C:19]1[CH:18]=[CH:17][C:16]([S:13]([N:11]([CH3:12])[C:4]2[C:3]([CH3:23])=[CH:2][CH:10]=[CH:9][C:5]=2[C:6]([OH:8])=[O:7])(=[O:14])=[O:15])=[CH:21][CH:20]=1)=[O:31]. Reported procedure: The product of Example 2 (0.40 g, 1.24 mmol) was coupled to N-(4-hydroxybutyl)-1-benzofuran-2-carboxamide, prepared according to Example 17, (0.29 g, 1.24 mmol) using the procedure of Example 3 to provide 0.34 g (51% yield) of an off white powder. MP>200° C.; 1H NMR (DMSO-d6): δ1.35-1.62 (m, CH2, CH2), 1.9 (s, CH3), 3.20 (s, CH3), 3.32-3.41 (m, CH2, CH2), 7.0-7.1 (m, 4 Ar H), 7.35 (t, 1 Ar H), 7.45 (t, 1 Ar H), 7.54 (s, 1 Ar H), 7.65 (d, 1 Ar H), 7.77 (d, 1 Ar H), 7.92 (m, 3 Ar H) 8.8 (t, NH), E... Starting materials: Cn1c(Nc2ccccc2)ncc(Br)c1=O, O=C([O-])[O-], OB(O)c1ccc(OCc2ccccc2)c(F)c1, [Cl-], [Li+], [Na+], [Na+], C1COCCO1, c1ccc(P(c2ccccc2)(c2ccccc2)[Pd](P(c2ccccc2)(c2ccccc2)c2ccccc2)(P(c2ccccc2)(c2ccccc2)c2ccccc2)P(c2ccccc2)(c2ccccc2)c2ccccc2)cc1. The product is Cn1c(Nc2ccccc2)ncc(-c2ccc(OCc3ccccc3)c(F)c2)c1=O. Reaction SMILES: [Br:1][c:2]1[c:3](=[O:16])[n:4]([CH3:15])[c:5]([NH:8][c:9]2[cH:10][cH:11][cH:12][cH:13][cH:14]2)[n:6][cH:7]1.[C:43](=[O:44])([O-:45])[O-:46].[CH2:17]([c:18]1[cH:19][cH:20][cH:21][cH:22][cH:23]1)[O:24][c:25]1[c:26]([F:34])[cH:27][c:28]([B:31]([OH:32])[OH:33])[cH:29][cH:30]1.[Cl-:36].[Li+:35].[Na+:47].[Na+:48].[O:37]1[CH2:38][CH2:39][O:40][CH2:41][CH2:42]1.[cH:49]1[cH:50][cH:51][c:52]([P:53]([Pd:54]([P:55]([c:56]2[cH:57][cH:58][cH:59][cH:60][cH:61]2)([c:62]2[cH:63][cH:64][cH:65][cH:66][cH:67]2)[c:68]2[cH:69][cH:70][cH:71][cH:72][cH:73]2)([P:74]([c:75]2[cH:76][cH:77][cH:78][cH:79][cH:80]2)([c:81]2[cH:82][cH:83][cH:84][cH:85][cH:86]2)[c:87]2[cH:88][cH:89][cH:90][cH:91][cH:92]2)[P:93]([c:94]2[cH:95][cH:96][cH:97][cH:98][cH:99]2)([c:100]2[cH:101][cH:102][cH:103][cH:104][cH:105]2)[c:106]2[cH:107][cH:108][cH:109][cH:110][cH:111]2)([c:112]2[cH:113][cH:114][cH:115][cH:116][cH:117]2)[c:118]2[cH:119][cH:120][cH:121][cH:122][cH:123]2)[cH:124][cH:125]1>>[c:2]1(-[c:28]2[cH:27][c:26]([F:34])[c:25]([O:24][CH2:17][c:18]3[cH:19][cH:20][cH:21][cH:22][cH:23]3)[cH:30][cH:29]2)[c:3](=[O:16])[n:4]([CH3:15])[c:5]([NH:8][c:9]2[cH:10][cH:11][cH:12][cH:13][cH:14]2)[n:6][cH:7]1. Starting materials: N1(CCOCC1)CCC1=CC=C(C=C1)N (4-(2-morpholin-4-yl-ethyl)-phenylamine), C(C)OC(=O)C=1C(C2=C(N=C(N=C2)S(=O)(=O)C)N(C1)C=1C=C2CCCC2=CC1)=O (8-indan-5-yl-2-methanesulfonyl-5-oxo-5,8-dihydro-pyrido[2,3-d]pyrimidine-6-carboxylic acid ethyl ester). Yields the product C(C)OC(=O)C=1C(C2=C(N=C(N=C2)NC2=CC=C(C=C2)CCN2CCOCC2)N(C1)C=1C=C2CCCC2=CC1)=O (8-Indan-5-yl-2-[4-(2-morpholin-4-yl-ethyl)-phenylamino]-5-oxo-5,8-dihydro-pyrido[2,3-d]pyrimidine-6-carboxylic acid ethyl ester), solid. The yield is 46.0%. RXN SMILES: [N:1]1([CH2:7][CH2:8][C:9]2[CH:14]=[CH:13][C:12]([NH2:15])=[CH:11][CH:10]=2)[CH2:6][CH2:5][O:4][CH2:3][CH2:2]1.[CH2:16]([O:18][C:19]([C:21]1[C:22](=[O:44])[C:23]2[CH:28]=[N:27][C:26](S(C)(=O)=O)=[N:25][C:24]=2[N:33]([C:35]2[CH:36]=[C:37]3[C:41](=[CH:42][CH:43]=2)[CH2:40][CH2:39][CH2:38]3)[CH:34]=1)=[O:20])[CH3:17]>>[CH2:16]([O:18][C:19]([C:21]1[C:22](=[O:44])[C:23]2[CH:28]=[N:27][C:26]([NH:15][C:12]3[CH:13]=[CH:14][C:9]([CH2:8][CH2:7][N:1]4[CH2:6][CH2:5][O:4][CH2:3][CH2:2]4)=[CH:10][CH:11]=3)=[N:25][C:24]=2[N:33]([C:35]2[CH:36]=[C:37]3[C:41](=[CH:42][CH:43]=2)[CH2:40][CH2:39][CH2:38]3)[CH:34]=1)=[O:20])[CH3:17]. Procedure: Using the procedure outlined in Example 1(g) the title compound was prepared from 4-(2-morpholin-4-yl-ethyl)-phenylamine (49 mg, 0.24 mmol) and 8-indan-5-yl-2-methanesulfonyl-5-oxo-5,8-dihydro-pyrido[2,3-d]pyrimidine-6-carboxylic acid ethyl ester (from Example 1(e) above, 100 mg, 0.24 mmol). The title compound was obtained as a yellow solid (60 mg, 46%). 1H NMR (400 MHz, CDCl3) δ (ppm): 9.29 (s, 1H), 8.45 (s, 1H), 7.50 (br, 1H), 7.37 (d, J=7.9 Hz, 1H), 7.21 (m, 3H), 7.13 (d, J=7.8 Hz, 1H), 6.87 ... The reactants are F[B-](F)(F)F, [H+], O=N[O-], COc1ccc2cnc(N)nc2c1C1CCCC1, N, [Na+]. Yields the product COc1ccc2cnc(=O)[nH]c2c1C1CCCC1. Reaction SMILES: [F:25][B-:26]([F:27])([F:28])[F:29].[H+:24].[N:19](=[O:20])[O-:21].[NH2:1][c:2]1[n:3][c:4]2[c:5]([CH:14]3[CH2:15][CH2:16][CH2:17][CH2:18]3)[c:6]([O:12][CH3:13])[cH:7][cH:8][c:9]2[cH:10][n:11]1.[NH3:23].[Na+:22]>>[c:2]1(=[O:20])[nH:3][c:4]2[c:5]([CH:14]3[CH2:15][CH2:16][CH2:17][CH2:18]3)[c:6]([O:12][CH3:13])[cH:7][cH:8][c:9]2[cH:10][n:11]1. Reactants: COC(=O)c1ccc2c(=O)n(CC(C)C)c(CNC(=O)OC(C)(C)C)c(-c3ccc(C)cc3)c2c1, Cl, [Na+], C1CCOC1, [OH-], O. Product: Cc1ccc(-c2c(CNC(=O)OC(C)(C)C)n(CC(C)C)c(=O)c3ccc(C(=O)O)cc23)cc1. RXN SMILES: [C:1]([CH3:2])([CH3:3])([CH3:4])[O:5][C:6](=[O:7])[NH:8][CH2:9][c:10]1[n:11]([CH2:32][CH:33]([CH3:34])[CH3:35])[c:12](=[O:31])[c:13]2[cH:14][cH:15][c:16]([C:27](=[O:28])[O:29][CH3:30])[cH:17][c:18]2[c:19]1-[c:20]1[cH:21][cH:22][c:23]([CH3:26])[cH:24][cH:25]1.[ClH:39].[Na+:37].[O:40]1[CH2:41][CH2:42][CH2:43][CH2:44]1.[OH-:36].[OH2:38]>>[C:1]([CH3:2])([CH3:3])([CH3:4])[O:5][C:6](=[O:7])[NH:8][CH2:9][c:10]1[n:11]([CH2:32][CH:33]([CH3:34])[CH3:35])[c:12](=[O:31])[c:13]2[cH:14][cH:15][c:16]([C:27](=[O:28])[OH:29])[cH:17][c:18]2[c:19]1-[c:20]1[cH:21][cH:22][c:23]([CH3:26])[cH:24][cH:25]1. Reactants: HClO4, sodium bicarbonate ice, N-alpha-[(phenylmethoxy)carbonyl]-L-alpha,beta-diaminopropionic acid, NC[C@H](NC(=O)OCC1=CC=CC=C1)C(=O)O (3-amino-N-[(phenylmethoxy)carbonyl]-L-alanine). Solvent: C(C)(=O)OC(C)(C)C (tertbutyl acetate). Run at time 4 day. Product: NC[C@H](NC(=O)OCC1=CC=CC=C1)C(=O)OC(C)(C)C ((1,1-dimethyl ethyl) 3-amino-N-[(phenylmethoxy)carbonyl]-L-alaninate). Reaction SMILES: [NH2:1][CH2:2][C@@H:3]([C:15]([OH:17])=[O:16])[NH:4][C:5]([O:7][CH2:8][C:9]1[CH:14]=[CH:13][CH:12]=[CH:11][CH:10]=1)=[O:6]>C(OC(C)(C)C)(=O)C>[NH2:1][CH2:2][C@@H:3]([C:15]([O:17][C:9]([CH3:14])([CH3:10])[CH3:8])=[O:16])[NH:4][C:5]([O:7][CH2:8][C:9]1[CH:14]=[CH:13][CH:12]=[CH:11][CH:10]=1)=[O:6]. Reported procedure: 2.5 ml of concentrated HClO4 is added without exceeding 5° C. to a suspension of 5 g of N-alpha-[(phenylmethoxy)carbonyl]-L-alpha,beta-diaminopropionic acid 10-1 (alternative nomenclature: (3-amino-N-[(phenylmethoxy)carbonyl]-L-alanine) in 25 ml of tertbutyl acetate cooled down to 0° C., the temperature of the reaction medium is allowed to rise to 20° C. and agitation is carried out for 4 days at 20° C. The reaction medium is poured into a sodium bicarbonate/ice solution (300 ml/200 ml), followe...